Dataset: the Open Reaction Database (ORD), a public repository of structured organic reaction records. Task: describe an organic reaction: reactants, conditions, products, and yield Reactants: C(C)(C)(C)OC(=O)N1CCC(CC1)N1C(NC2=C(CC1)C=CC=C2)=O (3-(1-t-butoxycarbonyl-4-piperidinyl)-1,3,4,5-tetrahydro-2H-1,3-benzodiazapin-2-one), Cl (hydrogen chloride). The solvent is C(C)(=O)OCC (ethyl acetate). Run at time 8 hour. The product is Cl.N1CCC(CC1)N1C(NC2=C(CC1)C=CC=C2)=O (3-(4-Piperidinyl)-1,3,4,5-tetrahydro-2H-1,3-benzodiazapin-2-one hydrochloride), solid. Reaction SMILES: C(OC([N:8]1[CH2:13][CH2:12][CH:11]([N:14]2[CH2:20][CH2:19][C:18]3[CH:21]=[CH:22][CH:23]=[CH:24][C:17]=3[NH:16][C:15]2=[O:25])[CH2:10][CH2:9]1)=O)(C)(C)C.[ClH:26]>C(OCC)(=O)C>[ClH:26].[NH:8]1[CH2:9][CH2:10][CH:11]([N:14]2[CH2:20][CH2:19][C:18]3[CH:21]=[CH:22][CH:23]=[CH:24][C:17]=3[NH:16][C:15]2=[O:25])[CH2:12][CH2:13]1 |f:3.4|. Procedure: A solution of 3-(1-t-butoxycarbonyl-4-piperidinyl)-1,3,4,5-tetrahydro-2H-1,3-benzodiazapin-2-one (4.80 g, 13.9 mmol) in ethyl acetate (300 mL) was saturated with hydrogen chloride gas at 0° C. The reaction was allowed to warn to room temperature and stirred overnight. The solid was filtered and washed with ethyl acetate. The ethyl acetate filtrate was concentrated for a second crop. The title compound was obtained as a solid (2.94 g). MS 246 (M+1). 1H NMR (500 MHz, CD3OD) δ 7.10 (m, 2H), 6.94 (d...